This data is from the Open Reaction Database (ORD), a public repository of structured organic reaction records. The task is: describe an organic reaction: reactants, conditions, products, and yield Reactants: C(C1=CC=CC=C1)Br (benzylbromide), C([O-])([O-])=O.[K+].[K+] (potassium carbonate), CC1(NC(C2=C(C=CC=C12)N)=O)C (3,3-dimethyl-7-amino-2,3-dihydro-isoindol-1-one). The reagents and catalysts are [I-].C(CCC)[N+](CCCC)(CCCC)CCCC (tetrabutylammonium iodide). Run in CN(C)C=O (DMF), C(C)(=O)OCC (ethyl acetate). Conditions: temperature 50 celsius, time 16 hour. The product is C(C1=CC=CC=C1)N(C=1C=CC=C2C(NC(C12)=O)(C)C)CC1=CC=CC=C1 (7-dibenzylamino-3,3-dimethyl-2,3-dihydro-isoindol-1-one). RXN SMILES: [CH3:1][C:2]1([CH3:13])[C:10]2[C:5](=[C:6]([NH2:11])[CH:7]=[CH:8][CH:9]=2)[C:4](=[O:12])[NH:3]1.C(=O)([O-])[O-].[K+].[K+].[CH2:20](Br)[C:21]1[CH:26]=[CH:25][CH:24]=[CH:23][CH:22]=1>CN(C=O)C.[I-].C([N+](CCCC)(CCCC)CCCC)CCC.C(OCC)(=O)C>[CH2:20]([N:11]([CH2:4][C:5]1[CH:10]=[CH:9][CH:8]=[CH:7][CH:6]=1)[C:6]1[CH:7]=[CH:8][CH:9]=[C:10]2[C:5]=1[C:4](=[O:12])[NH:3][C:2]2([CH3:13])[CH3:1])[C:21]1[CH:26]=[CH:25][CH:24]=[CH:23][CH:22]=1 |f:1.2.3,6.7|. Procedure: 50 mg (0.284 mmol) 3,3-dimethyl-7-amino-2,3-dihydro-isoindol-1-one are dissolved in 0.5 ml DMF and combined with 141 mg (1.021 mmol) potassium carbonate and 10 mg (0.028 mmol) tetrabutylammonium iodide. The mixture is heated to 50° C. and 155 μl (1.277 mmol) benzylbromide are added dropwise thereto. After stirring for 16 h at this temperature the mixture is diluted with ethyl acetate and extracted three times with 1 M hydrochloric acid. The combined organic phases are dried and the solvent is el... Reactants: CO, O=Cc1cccc(C(=O)O)c1, Cl, [K+], [OH-], O, CC(=O)c1ccc(O)c(C)c1. The product is Cc1cc(C(=O)C=Cc2cccc(C(=O)O)c2)ccc1O. As a reaction SMILES: [CH3:26][OH:27].[CH:1](=[O:2])[c:3]1[cH:4][c:5]([C:6](=[O:7])[OH:8])[cH:9][cH:10][cH:11]1.[ClH:25].[K+:24].[OH-:23].[OH2:28].[OH:12][c:13]1[c:14]([CH3:22])[cH:15][c:16]([C:19]([CH3:20])=[O:21])[cH:17][cH:18]1>>[CH:1]([c:3]1[cH:4][c:5]([C:6](=[O:7])[OH:8])[cH:9][cH:10][cH:11]1)=[CH:20][C:19]([c:16]1[cH:15][c:14]([CH3:22])[c:13]([OH:12])[cH:18][cH:17]1)=[O:21]. Reactants: CNc1ncnc2[nH]cnc12, O=c1ccn(C2OC(CO)C(O)C2F)c(=O)[nH]1, [K+], [K+], [K+], [K+], [N-]=[N+]=[N-], O=P([O-])([O-])[O-]. Yields the product CNc1ncnc2c1ncn2C1OC(CO)C(O)C1F. RXN SMILES: [CH3:1][NH:2][c:3]1[n:4][cH:5][n:6][c:7]2[nH:8][cH:9][n:10][c:11]12.[F:12][CH:13]1[CH:14]([n:21]2[cH:22][cH:23][c:24](=[O:25])[nH:26][c:27]2=[O:28])[O:15][CH:16]([CH2:19][OH:20])[CH:17]1[OH:18].[K+:32].[K+:38].[K+:39].[K+:40].[N-:29]=[N+:30]=[N-:31].[P:33]([O-:34])([O-:35])([O-:36])=[O:37]>>[CH3:1][NH:2][c:3]1[n:4][cH:5][n:6][c:7]2[n:8]([CH:14]3[CH:13]([F:12])[CH:17]([OH:18])[CH:16]([CH2:19][OH:20])[O:15]3)[cH:9][n:10][c:11]12.